Dataset: the Open Reaction Database (ORD), a public repository of structured organic reaction records. Task: describe an organic reaction: reactants, conditions, products, and yield Reactants: C[Mg]Cl (methylmagnesium chloride), ClC1=C(C=O)C(=CC=C1F)F (2-Chloro-3,6-difluorobenzaldehyde), CO (Methanol), Cl (HCl). The solvent is C1CCOC1 (THF), C(C)(=O)OCC (ethyl acetate). Reaction conditions: temperature 0 celsius, time 5 minute. Yields the product ClC1=C(C(=CC=C1F)F)C(C)O (1-(2-chloro-3,6-difluoro-phenyl)-ethanol). As a reaction SMILES: [Cl:1][C:2]1[C:9]([F:10])=[CH:8][CH:7]=[C:6]([F:11])[C:3]=1[CH:4]=[O:5].[CH3:12][Mg]Cl.CO.Cl>C1COCC1.C(OCC)(=O)C>[Cl:1][C:2]1[C:9]([F:10])=[CH:8][CH:7]=[C:6]([F:11])[C:3]=1[CH:4]([OH:5])[CH3:12]. Procedure details: 2-Chloro-3,6-difluorobenzaldehyde (1.0 molar equivalent) was dissolved in THF (0.2M) and stirred at 0° C. for 5 min. The corresponding methylmagnesium chloride solution (1.1 molar equivalent) was added The reaction was warmed up gradually to ambient temperature and stirred for 2 hr. Methanol, and 1N HCl was added to the mixture and diluted with ethyl acetate. The mixture was washed with water, brine, dried over MgSO4, filtered, and concentrated to give 1-(2-chloro-3,6-difluoro-phenyl)-ethanol as... Reactants: ClC(C)C1=CC2=C(S1)C=CC=C2 (2-(1-chloroethyl)benzo[b]thiophene), C(C1=CC=CC=C1)ON (O-benzylhydroxylamine), CS(=O)C (dimethyl sulphoxide). Solvent: O1CCCC1 (tetrahydrofuran). Product: C(C1=CC=CC=C1)ONC(C)C1=CC2=C(S1)C=CC=C2 (2-(1-(benzyloxyamino)ethyl)benzo[b]thiophene). Reaction SMILES: Cl[CH:2]([C:4]1[S:8][C:7]2[CH:9]=[CH:10][CH:11]=[CH:12][C:6]=2[CH:5]=1)[CH3:3].[CH2:13]([O:20][NH2:21])[C:14]1[CH:19]=[CH:18][CH:17]=[CH:16][CH:15]=1.CS(C)=O>O1CCCC1>[CH2:13]([O:20][NH:21][CH:2]([C:4]1[S:8][C:7]2[CH:9]=[CH:10][CH:11]=[CH:12][C:6]=2[CH:5]=1)[CH3:3])[C:14]1[CH:19]=[CH:18][CH:17]=[CH:16][CH:15]=1. Reported procedure: heating 2-(1-chloroethyl)benzo[b]thiophene with O-benzylhydroxylamine in a solvent such as dimethyl sulphoxide or tetrahydrofuran to give 2-(1-(benzyloxyamino)ethyl)benzo[b]thiophene of formula: ##STR4##